Dataset: the Open Reaction Database (ORD), a public repository of structured organic reaction records. Task: describe an organic reaction: reactants, conditions, products, and yield Starting materials: C1CCOC1, COC(=O)C(C)(C)n1cc(-c2nc(C3(c4ccc(-c5cnc(N)nc5)nc4)CCC3)no2)cn1, CO, [Na+], [OH-]. Yields the product CC(C)(C(=O)O)n1cc(-c2nc(C3(c4ccc(-c5cnc(N)nc5)nc4)CCC3)no2)cn1. Reaction SMILES: [CH2:35]1[O:36][CH2:37][CH2:38][CH2:39]1.[CH3:1][O:2][C:3]([C:4]([CH3:5])([CH3:6])[n:7]1[n:8][cH:9][c:10](-[c:12]2[n:13][c:14]([C:17]3([c:21]4[cH:22][n:23][c:24](-[c:27]5[cH:28][n:29][c:30]([NH2:33])[n:31][cH:32]5)[cH:25][cH:26]4)[CH2:18][CH2:19][CH2:20]3)[n:15][o:16]2)[cH:11]1)=[O:34].[CH3:42][OH:43].[Na+:41].[OH-:40]>>[O:2]=[C:3]([C:4]([CH3:5])([CH3:6])[n:7]1[n:8][cH:9][c:10](-[c:12]2[n:13][c:14]([C:17]3([c:21]4[cH:22][n:23][c:24](-[c:27]5[cH:28][n:29][c:30]([NH2:33])[n:31][cH:32]5)[cH:25][cH:26]4)[CH2:18][CH2:19][CH2:20]3)[n:15][o:16]2)[cH:11]1)[OH:34]. Starting materials: C(C)(=O)Cl (acetyl chloride), NC1=CC=C(CN2C[C@H](N(CC2)C(C2=CC(=CC(=C2)C(F)(F)F)C(F)(F)F)=O)CC2=CC(=C(C=C2)Cl)Cl)C=C1 ((2R)-4-(4-aminobenzyl)-1-[3,5-bis(trifluoromethyl)benzoyl]-2-(3,4-dichlorobenzyl)-piperazine). The solvent is O (water). Run at time 1.5 hour. Yields the product C(C)(=O)NC1=CC=C(CN2C[C@H](N(CC2)C(C2=CC(=CC(=C2)C(F)(F)F)C(F)(F)F)=O)CC2=CC(=C(C=C2)Cl)Cl)C=C1 ((2R)-4-(4-acetylaminobenzyl)-1-[3,5-bis(trifluoromethyl)benzoyl]-2-(3,4-dichlorobenzyl)piperazine). RXN SMILES: [C:1](Cl)(=[O:3])[CH3:2].[NH2:5][C:6]1[CH:43]=[CH:42][C:9]([CH2:10][N:11]2[CH2:16][CH2:15][N:14]([C:17](=[O:32])[C:18]3[CH:23]=[C:22]([C:24]([F:27])([F:26])[F:25])[CH:21]=[C:20]([C:28]([F:31])([F:30])[F:29])[CH:19]=3)[C@H:13]([CH2:33][C:34]3[CH:39]=[CH:38][C:37]([Cl:40])=[C:36]([Cl:41])[CH:35]=3)[CH2:12]2)=[CH:8][CH:7]=1>O>[C:1]([NH:5][C:6]1[CH:43]=[CH:42][C:9]([CH2:10][N:11]2[CH2:16][CH2:15][N:14]([C:17](=[O:32])[C:18]3[CH:19]=[C:20]([C:28]([F:31])([F:30])[F:29])[CH:21]=[C:22]([C:24]([F:25])([F:26])[F:27])[CH:23]=3)[C@H:13]([CH2:33][C:34]3[CH:39]=[CH:38][C:37]([Cl:40])=[C:36]([Cl:41])[CH:35]=3)[CH2:12]2)=[CH:8][CH:7]=1)(=[O:3])[CH3:2]. Reported procedure: Piridine (23 μl) and acetyl chloride (16 μl) were successively added to a solution of (2R)-4-(4-aminobenzyl)-1-[3,5-bis(trifluoromethyl)benzoyl]-2-(3,4-dichlorobenzyl)-piperazine (113 mg) and the whole was stirred at room temperature for 1.5 hours. The mixture was poured into water and the separated oil was extracted with ethyl acetate. The extract was washed with water, dried over magnesium sulfate and evaporate in vacuo. The residue was purified by column chromatography on silica gel with a mi... The reactants are C(C)(C)(C)OC(NC1CCC(CC1)NC1=NC=C2C(=N1)NN=C2C2=NC(=NC=C2)NCC2=CC(=CC=C2)F)=O ((4-{3-[2-(3-fluoro-benzylamino)-pyrimidin-4-yl]-1H-pyrazolo[3,4-d]pyrimidin-6-ylamino}-cyclohexyl)-carbamic acid tert-butyl ester), Cl (HCl). Solvent: CCO (EtOH). Conditions: time 15 hour. The product is FC=1C=C(CNC2=NC=CC(=N2)C2=NNC3=NC(=NC=C32)NC3CCC(CC3)N)C=CC1 (N-{3-[2-(3-fluoro-benzylamino)-pyrimidin-4-yl]-1H-pyrazolo[3,4-d]pyrimidin-6-yl}-cyclohexane-1,4-diamine). As a reaction SMILES: C(OC(=O)[NH:7][CH:8]1[CH2:13][CH2:12][CH:11]([NH:14][C:15]2[N:20]=[C:19]3[NH:21][N:22]=[C:23]([C:24]4[CH:29]=[CH:28][N:27]=[C:26]([NH:30][CH2:31][C:32]5[CH:37]=[CH:36][CH:35]=[C:34]([F:38])[CH:33]=5)[N:25]=4)[C:18]3=[CH:17][N:16]=2)[CH2:10][CH2:9]1)(C)(C)C.Cl>CCO>[F:38][C:34]1[CH:33]=[C:32]([CH:37]=[CH:36][CH:35]=1)[CH2:31][NH:30][C:26]1[N:25]=[C:24]([C:23]2[C:18]3[C:19](=[N:20][C:15]([NH:14][CH:11]4[CH2:10][CH2:9][CH:8]([NH2:7])[CH2:13][CH2:12]4)=[N:16][CH:17]=3)[NH:21][N:22]=2)[CH:29]=[CH:28][N:27]=1. Procedure: To a solution of (4-{3-[2-(3-fluoro-benzylamino)-pyrimidin-4-yl]-1H-pyrazolo[3,4-d]pyrimidin-6-ylamino}-cyclohexyl)-carbamic acid tert-butyl ester (110 mg, 0.23 mmol) in EtOH (4 mL) was added conc. HCl (4 mL). The reaction mixture was stirred at room temperature for 15 hours. The solvent was removed under reduced pressure and the residue was purified by prep-HPLC to afford N-{3-[2-(3-fluoro-benzylamino)-pyrimidin-4-yl]-1H-pyrazolo[3,4-d]pyrimidin-6-yl}-cyclohexane-1,4-diamine; hydrochloride. (Yi... The reactants are COC(=O)CC(=O)OC, CS(C)=O, CC(=O)c1cnc(Cl)c(Cl)c1, [H-], [Na+]. Yields the product COC(=O)C(C(=O)OC)c1ncc(C(C)=O)cc1Cl. As a reaction SMILES: [C:1]([CH2:2][C:3](=[O:4])[O:5][CH3:6])(=[O:7])[O:8][CH3:9].[CH3:23][S:24]([CH3:25])=[O:26].[Cl:12][c:13]1[cH:14][c:15]([C:20]([CH3:21])=[O:22])[cH:16][n:17][c:18]1[Cl:19].[H-:11].[Na+:10]>>[C:1]([CH:2]([C:3](=[O:4])[O:5][CH3:6])[c:18]1[c:13]([Cl:12])[cH:14][c:15]([C:20]([CH3:21])=[O:22])[cH:16][n:17]1)(=[O:7])[O:8][CH3:9].